This data is from the Open Reaction Database (ORD), a public repository of structured organic reaction records. The task is: describe an organic reaction: reactants, conditions, products, and yield Reactants: ( 78.5 ), C([O-])([O-])=O.[Na+].[Na+] (sodium carbonate), BrCCCCCCO (6-bromo-1-hexanol), C1(=CC=CC=C1)C1=C(C=CC=C1)O (2-phenylphenol), ( 191 ). Solvent: C(C)C(=O)C (methyl ethyl ketone). Product: C1(=CC=CC=C1)C1=C(OCCCCCCO)C=CC=C1 (6-(2-phenyl-phenoxy)hexane-1-ol). The yield is 84.5%. Reaction SMILES: [C:1]1([C:7]2[CH:12]=[CH:11][CH:10]=[CH:9][C:8]=2[OH:13])[CH:6]=[CH:5][CH:4]=[CH:3][CH:2]=1.C(=O)([O-])[O-].[Na+].[Na+].Br[CH2:21][CH2:22][CH2:23][CH2:24][CH2:25][CH2:26][OH:27]>C(C(C)=O)C>[C:1]1([C:7]2[CH:12]=[CH:11][CH:10]=[CH:9][C:8]=2[O:13][CH2:21][CH2:22][CH2:23][CH2:24][CH2:25][CH2:26][OH:27])[CH:2]=[CH:3][CH:4]=[CH:5][CH:6]=1 |f:1.2.3|. Reported procedure: Seventy-eight point five (78.5) g (461 mmol) of 2-phenylphenol from Tokyo Chemical Industry Co., Ltd. were dissolved in 600 mL of methyl ethyl ketone from Kanto Chemical Co., Inc. to prepare a solution. One hundred ninety one (191) g (1.38 mol) of sodium carbonate from Kanto Chemical Co., Inc. and 100 g (553 mmol) of 6-bromo-1-hexanol from Tokyo Chemical Industry Co., Ltd. were added to the solution, and refluxed for 8 hrs. After the solution was cooled to have room temperature, it was filtered ... The reactants are ClC1=CC=C(C=C1)[C@H]1N(CCN(C1)CC=C)CC=C ((R)-2-(4-chlorophenyl)-1,4-di(2-propenyl)hexahydropyrazine), Cl (hydrogen chloride), C(C)(C)O (isopropanol). Run in C1(=CC=CC=C1)C (toluene). Run at temperature 25 celsius, time 1 hour. Yields the product Cl.Cl.ClC1=CC=C(C=C1)[C@H]1N(CCN(C1)CC=C)CC=C ((R)-2-(4-chlorophenyl)-1,4-di(2-propenyl)hexahydropyrazine dihydrochloride). Isolated yield 93.0%. As a reaction SMILES: [Cl:1][C:2]1[CH:7]=[CH:6][C:5]([C@@H:8]2[CH2:13][N:12]([CH2:14][CH:15]=[CH2:16])[CH2:11][CH2:10][N:9]2[CH2:17][CH:18]=[CH2:19])=[CH:4][CH:3]=1.[ClH:20].C(O)(C)C>C1(C)C=CC=CC=1>[ClH:1].[ClH:20].[Cl:1][C:2]1[CH:3]=[CH:4][C:5]([C@@H:8]2[CH2:13][N:12]([CH2:14][CH:15]=[CH2:16])[CH2:11][CH2:10][N:9]2[CH2:17][CH:18]=[CH2:19])=[CH:6][CH:7]=1 |f:4.5.6|. Procedure: In toluene (5 mL), (R)-2-(4-Chlorophenyl)-1,4-di(2-propenyl)hexahydropyrazine (613 mg, 2.2 mmol) produced in Example 22 was dissolved. To the solution, 28 wt % hydrogen chloride solution in isopropanol (615 mg, 2.2 equivalents) was added, to precipitate crystals. The mixture was stirred at 25° C. for 1 hour. The crystals were separated by filtration under reduced pressure, washed with toluene (5 mL) and dried under vacuum, to obtain 643 mg of the title compound as white crystals (yield: 93%, che... Starting materials: CC(=O)[O-], CO, Cl, NO, [Na+], [Na+], O=C1COc2cc3c(cc21)C1(CO3)C(=O)N(CC2CCCO2)c2ccccc21, C1CCOC1, [OH-]. Product: O=C1N(CC2CCCO2)c2ccccc2C12COc1cc3c(cc12)C(=NO)CO3. As a reaction SMILES: [CH3:33][C:34](=[O:35])[O-:36].[CH3:39][OH:40].[ClH:29].[NH2:30][OH:31].[Na+:32].[Na+:38].[O:1]1[CH:2]([CH2:6][N:7]2[C:8](=[O:28])[C:9]3([c:10]4[c:11]([cH:14][c:15]5[c:19]([cH:20]4)[C:18](=[O:21])[CH2:17][O:16]5)[O:12][CH2:13]3)[c:22]3[cH:23][cH:24][cH:25][cH:26][c:27]32)[CH2:3][CH2:4][CH2:5]1.[O:41]1[CH2:42][CH2:43][CH2:44][CH2:45]1.[OH-:37]>>[O:1]1[CH:2]([CH2:6][N:7]2[C:8](=[O:28])[C:9]3([c:10]4[c:11]([cH:14][c:15]5[c:19]([cH:20]4)[C:18](=[N:30][OH:31])[CH2:17][O:16]5)[O:12][CH2:13]3)[c:22]3[cH:23][cH:24][cH:25][cH:26][c:27]32)[CH2:3][CH2:4][CH2:5]1. The reactants are C(C)(C)OC(C)C (Diisopropyl ether), FC(C(=O)OC(C(F)(F)F)=O)(F)F (trifluoroacetic anhydride), FC(C(C(C(S(=O)(=O)O)(F)F)(F)F)(F)F)(F)F (nonafluorobutanesulfonic acid), C1=CC=CC=2S(C3=CC=CC=C3SC12)=O (thianthrene-S-oxide). Solvent: C1(=CC=CC=C1)C (toluene). Conditions: time 1 hour. Product: FC(C(C(C(S(=O)(=O)[O-])(F)F)(F)F)(F)F)(F)F.C1(=CC=C(C=C1)[S+]1C=2C=CC=CC2SC2=CC=CC=C12)C (5-(p-tolyl)thianthrenium nonafluorobutanesulfonate). RXN SMILES: [CH:1]1[C:14]2[S:13][C:12]3[C:7](=[CH:8][CH:9]=[CH:10][CH:11]=3)[S:6](=O)[C:5]=2[CH:4]=[CH:3][CH:2]=1.FC(F)(F)C(OC(=O)C(F)(F)F)=O.[F:29][C:30]([F:45])([F:44])[C:31]([F:43])([F:42])[C:32]([F:41])([F:40])[C:33]([F:39])([F:38])[S:34]([OH:37])(=[O:36])=[O:35].C(O[CH:50]([CH3:52])[CH3:51])(C)C>C1(C)C=CC=CC=1>[F:45][C:30]([F:29])([F:44])[C:31]([F:42])([F:43])[C:32]([F:40])([F:41])[C:33]([F:38])([F:39])[S:34]([O-:37])(=[O:36])=[O:35].[C:50]1([CH3:51])[CH:52]=[CH:33][C:32]([S+:6]2[C:7]3[C:12](=[CH:11][CH:10]=[CH:9][CH:8]=3)[S:13][C:14]3[CH:1]=[CH:2][CH:3]=[CH:4][C:5]2=3)=[CH:31][CH:30]=1 |f:5.6|. Procedure details: In 10 ml of toluene was dissolved 2 g of thianthrene-S-oxide and the solution was cooled with ice. Then, 2.8 ml of trifluoroacetic anhydride and 1.2 ml of nonafluorobutanesulfonic acid were added thereto, followed by stirring for one hour. Diisopropyl ether was added thereto and the supernatant solution was removed. The residue was purified by a silica gel column (chloroform/methanol=19/1) to obtain 4.4 g of 5-(p-tolyl)thianthrenium nonafluorobutanesulfonate. 1H-NMR (400 MHz, CDCl3): σ 2.34 (s, ... Reactants: ClC1=CC=C(C=C1)C1(N=C(N(C1(C)C1=CC=C(C=C1)Cl)C(=O)Cl)C1=C(N=NC(=C1)OC)OC)C (rac-(4S*,5R*)-4,5-bis-(4-chloro-phenyl)-2-(3,6-dimethoxy-pyridazin-4-yl)-4,5-dimethyl-4,5-dihydro-imidazole-1-carbonyl chloride), CS(=O)(=O)CCCN1CCNCC1 (4-[3-(methylsulfonyl)propyl]-piperazine). The product is ClC1=CC=C(C=C1)[C@@]1(N=C(N([C@]1(C)C1=CC=C(C=C1)Cl)C(=O)N1CCN(CC1)CCCS(=O)(=O)C)C1=C(N=NC(=C1)OC)OC)C (Rac-[(4S*,5R*)-4,5-Bis-(4-chloro-phenyl)-2-(3,6-dimethoxy-pyridazin-4-yl)-4,5-dimethyl-4,5-dihydro-imidazol-1-yl]-[4-(3-methanesulfonyl-propyl)-piperazin-1-yl]-methanone). As a reaction SMILES: [Cl:1][C:2]1[CH:7]=[CH:6][C:5]([C:8]2([CH3:34])[C:12]([C:14]3[CH:19]=[CH:18][C:17]([Cl:20])=[CH:16][CH:15]=3)([CH3:13])[N:11]([C:21](Cl)=[O:22])[C:10]([C:24]3[CH:29]=[C:28]([O:30][CH3:31])[N:27]=[N:26][C:25]=3[O:32][CH3:33])=[N:9]2)=[CH:4][CH:3]=1.[CH3:35][S:36]([CH2:39][CH2:40][CH2:41][N:42]1[CH2:47][CH2:46][NH:45][CH2:44][CH2:43]1)(=[O:38])=[O:37]>>[Cl:1][C:2]1[CH:3]=[CH:4][C:5]([C@@:8]2([CH3:34])[C@:12]([C:14]3[CH:19]=[CH:18][C:17]([Cl:20])=[CH:16][CH:15]=3)([CH3:13])[N:11]([C:21]([N:45]3[CH2:46][CH2:47][N:42]([CH2:41][CH2:40][CH2:39][S:36]([CH3:35])(=[O:37])=[O:38])[CH2:43][CH2:44]3)=[O:22])[C:10]([C:24]3[CH:29]=[C:28]([O:30][CH3:31])[N:27]=[N:26][C:25]=3[O:32][CH3:33])=[N:9]2)=[CH:6][CH:7]=1. Procedure details: In a manner analogous to the method described in examples 3, rac-(4S*,5R*)-4,5-bis-(4-chloro-phenyl)-2-(3,6-dimethoxy-pyridazin-4-yl)-4,5-dimethyl-4,5-dihydro-imidazole-1-carbonyl chloride was coupled with 4-[3-(methylsulfonyl)propyl]-piperazine (prepared as described in Fotouhi, N. et al. WO 2005110996) to give the title compound. HR-MS (ES, m/z) calculated for C32H39Cl2N6O5S [(M+H)+] 689.2074, observed 689.2079. Reactants: CC=CC(=O)Cl, O=C1NC(Cc2ccccc2)CO1, C1CCOC1, [Li]CCCC. Yields the product CC=CC(=O)N1C(=O)OCC1Cc1ccccc1. Reaction SMILES: [C:19]([CH:20]=[CH:21][CH3:22])(=[O:23])[Cl:24].[CH2:1]([c:2]1[cH:3][cH:4][cH:5][cH:6][cH:7]1)[CH:8]1[NH:9][C:10](=[O:13])[O:11][CH2:12]1.[CH2:25]1[O:26][CH2:27][CH2:28][CH2:29]1.[CH3:14][CH2:15][CH2:16][CH2:17][Li:18]>>[CH2:1]([c:2]1[cH:3][cH:4][cH:5][cH:6][cH:7]1)[CH:8]1[N:9]([C:19]([CH:20]=[CH:21][CH3:22])=[O:23])[C:10](=[O:13])[O:11][CH2:12]1. Starting materials: C(C)C1=C(C(=CC(=C1)C)CC)C(C(=O)N(N)C)=O (1-[2-(2,6-diethyl-4-methylphenyl)-2-oxoacetyl]-1-methylhydrazine), CS(=O)(=O)CC(C)=O (1-methylsulfonyl-2-propanone). The solvent is O1CCCC1 (tetrahydrofuran). Conditions: time 22 hour. Product: C(C)C1=C(C(=CC(=C1)C)CC)C(C(=O)N(N=C(CS(=O)(=O)C)C)C)=O (1-[2-(2,6-diethyl-4-methylphenyl)-2-oxoacetyl]-1-methyl-2-(1-methylsulfonyl-2-propylidene)hydrazine). The yield is 33.9%. RXN SMILES: [CH2:1]([C:3]1[CH:8]=[C:7]([CH3:9])[CH:6]=[C:5]([CH2:10][CH3:11])[C:4]=1[C:12](=[O:18])[C:13]([N:15]([CH3:17])[NH2:16])=[O:14])[CH3:2].[CH3:19][S:20]([CH2:23][C:24](=O)[CH3:25])(=[O:22])=[O:21]>O1CCCC1>[CH2:1]([C:3]1[CH:8]=[C:7]([CH3:9])[CH:6]=[C:5]([CH2:10][CH3:11])[C:4]=1[C:12](=[O:18])[C:13]([N:15]([CH3:17])[N:16]=[C:24]([CH3:25])[CH2:23][S:20]([CH3:19])(=[O:22])=[O:21])=[O:14])[CH3:2]. Procedure details: To a 20 ml volume two-necked flask, 1-[2-(2,6-diethyl-4-methylphenyl)-2-oxoacetyl]-1-methylhydrazine ((12-2)-(11)-39) (0.50 g), tetrahydrofuran (anhydrous) (9 ml), and 1-methylsulfonyl-2-propanone (7-2-1) (0.30 g) were added under a nitrogen atmosphere and stirred at room temperature for 22 hours. The reaction mixture was concentrated under reduced pressure. The residue was subjected to column chromatography (hexane:acetone=3:1) to give 0.25 g of 1-[2-(2,6-diethyl-4-methylphenyl)-2-oxoacetyl]-1-... Starting materials: Brc1cccc(N2CC=CC2)c1, [Mg+]Cc1ccccc1, [Cl-], C1CCOC1. Product: C1=CCN(c2cccc(Cc3ccccc3)c2)C1. Reaction SMILES: [Br:1][c:2]1[cH:3][c:4]([N:8]2[CH2:9][CH:10]=[CH:11][CH2:12]2)[cH:5][cH:6][cH:7]1.[CH2:14]([c:15]1[cH:16][cH:17][cH:18][cH:19][cH:20]1)[Mg+:21].[Cl-:13].[O:22]1[CH2:23][CH2:24][CH2:25][CH2:26]1>>[c:2]1([CH2:14][c:15]2[cH:16][cH:17][cH:18][cH:19][cH:20]2)[cH:3][c:4]([N:8]2[CH2:9][CH:10]=[CH:11][CH2:12]2)[cH:5][cH:6][cH:7]1. Starting materials: CC(=O)c1cc(C)c(Br)s1, COC(C)(C)C, C1CCOC1, O=C(c1cc(Cl)cc(Cl)c1)C(F)(F)F, [H-], [Li+]. The product is Cc1cc(C(=O)CC(O)(c2cc(Cl)cc(Cl)c2)C(F)(F)F)sc1Br. Reaction SMILES: [Br:17][c:18]1[c:19]([CH3:26])[cH:20][c:21]([C:23]([CH3:24])=[O:25])[s:22]1.[C:27]([O:28][CH3:29])([CH3:30])([CH3:31])[CH3:32].[CH2:33]1[O:34][CH2:35][CH2:36][CH2:37]1.[Cl:3][c:4]1[cH:5][c:6]([C:11]([C:12]([F:13])([F:14])[F:15])=[O:16])[cH:7][c:8]([Cl:10])[cH:9]1.[H-:1].[Li+:2]>>[Cl:3][c:4]1[cH:5][c:6]([C:11]([C:12]([F:13])([F:14])[F:15])([OH:16])[CH2:24][C:23]([c:21]2[cH:20][c:19]([CH3:26])[c:18]([Br:17])[s:22]2)=[O:25])[cH:7][c:8]([Cl:10])[cH:9]1. The reactants are C(C)(C)C1=C(C(=S)O)C=CC=N1 (2-isopropylthionicotinic acid), S(=O)(Cl)Cl (thionyl chloride), C1(=CC=CC=C1)C (toluene). Run at temperature 80 celsius, time 3 hour. The product is C(C)(C)C1=C(C(=S)OC2COC2)C=CC=N1 (oxetan-3-yl 2-isopropylthionicotinate). Reaction SMILES: [CH:1]([C:4]1[N:12]=[CH:11][CH:10]=[CH:9][C:5]=1[C:6]([OH:8])=[S:7])([CH3:3])[CH3:2].S(Cl)(Cl)=[O:14].[C:17]1([CH3:23])C=CC=C[CH:18]=1>>[CH:1]([C:4]1[N:12]=[CH:11][CH:10]=[CH:9][C:5]=1[C:6]([O:8][CH:17]1[CH2:23][O:14][CH2:18]1)=[S:7])([CH3:3])[CH3:2]. Reported procedure: A mixture of 19.7 g of 2-isopropylthionicotinic acid prepared according to Example 1 and 22 ml of thionyl chloride in 100 ml of absolute toluene is stirred for 3 hours at 80° C. When evolution of gas has ceased, the reaction mixture is filtered and the mother liquor is concentrated to dryness under vacuum. The residual crude product (20.8 g of 2-isopropylthionicotinyl chloride as a yellow oil) is dissolved in 70 ml of absolute toluene and treated slowly at a temperature of 20°-25° C. with a mixt...